From a dataset of the Open Reaction Database (ORD), a public repository of structured organic reaction records. describe an organic reaction: reactants, conditions, products, and yield Reactants: C(C)(C)(C)OC(=O)C1=NC=CC(=C1)OC1=CC2=C(N(C(=N2)NC2=CC=C(C=C2)F)C)C=C1 (4-[2-(4-Fluoro-phenylamino)-1-methyl-1H-benzoimidazol-5-yloxy]-pyridine-2-carboxylic acid tert-butyl ester). The reagents and catalysts are O (water). Solvent: FC(C(=O)O)(F)F (trifluoroacetic acid). Yields the product FC1=CC=C(C=C1)NC1=NC2=C(N1C)C=CC(=C2)OC2=CC(=NC=C2)C(=O)O (4-[2-(4-Fluoro-phenylamino)-1-methyl-1H-benzoimidazol-5-yloxy]-pyridine-2-carboxylic acid). As a reaction SMILES: C([O:5][C:6]([C:8]1[CH:13]=[C:12]([O:14][C:15]2[CH:32]=[CH:31][C:18]3[N:19]([CH3:30])[C:20]([NH:22][C:23]4[CH:28]=[CH:27][C:26]([F:29])=[CH:25][CH:24]=4)=[N:21][C:17]=3[CH:16]=2)[CH:11]=[CH:10][N:9]=1)=[O:7])(C)(C)C>FC(F)(F)C(O)=O.O>[F:29][C:26]1[CH:27]=[CH:28][C:23]([NH:22][C:20]2[N:19]([CH3:30])[C:18]3[CH:31]=[CH:32][C:15]([O:14][C:12]4[CH:11]=[CH:10][N:9]=[C:8]([C:6]([OH:7])=[O:5])[CH:13]=4)=[CH:16][C:17]=3[N:21]=2)=[CH:24][CH:25]=1. Reported procedure: A stirring solution of 4-[2-(4-Fluoro-phenylamino)-1-methyl-1H-benzoimidazol-5-yloxy]-pyridine-2-carboxylic acid tert-butyl ester in trifluoroacetic acid was treated with two drops of water at room temperature for 3-4 hours or when the reaction was determined to be complete by HPLC. The reaction was evaporated under reduced pressure and then ether was added to the residue, which was then sonicated for 30 minutes. Filtration and washing with ether yields the desired acid in quantitative yield. LC... Starting materials: N (ammonia), Cl.C(C)N=C=NCCCN(C)C (1-Ethyl-3-(3-dimethylaminopropyl)carbodiimide hydrochloride), O.ON1N=NC2=C1C=CC=C2 (1-hydroxybenzotriazole monohydrate), CC1=C(OC(=C1C(=O)OCC)C)C(=O)O (3,5-Dimethyl-4-ethoxycarbonylfuran-2-carboxylic acid). The solvent is O (water), N1=CC=CC=C1 (pyridine). Reaction conditions: temperature 80 celsius, time 4 hour. Product: CC1=C(OC(=C1C(=O)OCC)C)C(=O)N (3,5-Dimethyl-4-ethoxycarbonylfuran-2-carboxamide). Reaction SMILES: Cl.C([N:4]=C=NCCCN(C)C)C.O.ON1C2C=CC=CC=2N=N1.[CH3:24][C:25]1[C:29]([C:30]([O:32][CH2:33][CH3:34])=[O:31])=[C:28]([CH3:35])[O:27][C:26]=1[C:36]([OH:38])=O.N>O.N1C=CC=CC=1>[CH3:24][C:25]1[C:29]([C:30]([O:32][CH2:33][CH3:34])=[O:31])=[C:28]([CH3:35])[O:27][C:26]=1[C:36]([NH2:4])=[O:38] |f:0.1,2.3|. Reported procedure: 1-Ethyl-3-(3-dimethylaminopropyl)carbodiimide hydrochloride (248 mg, 1.30 mmol) and 1-hydroxybenzotriazole monohydrate (199 mg, 1.30 mmol) were added to a pyridine (4 ml) solution of the 3,5-dimethyl-4-ethoxycarbonylfuran-2-carboxylic acid (250 mg, 1.18 mmol) obtained in Example 2 (1). After a 28% aqueous ammonia solution (0.19 ml, 11.8 mmol) was added, heated to 80° C. and stirred for 4 hours. The mixture was cooled to room temperature with stirring, and after addition of water to reaction mixt... Starting materials: CC(=O)Nc1ccc2c(CCc3nc(-c4ccc(Cl)cc4Cl)oc3C(C)C)noc2c1, O=C([O-])O, Cl, [Na+]. Product: CC(C)c1oc(-c2ccc(Cl)cc2Cl)nc1CCc1noc2cc(N)ccc12. As a reaction SMILES: [C:1](=[O:2])([CH3:3])[NH:4][c:5]1[cH:6][c:7]2[c:8]([c:9]([CH2:12][CH2:13][c:14]3[n:15][c:16](-[c:22]4[c:23]([Cl:29])[cH:24][c:25]([Cl:28])[cH:26][cH:27]4)[o:17][c:18]3[CH:19]([CH3:20])[CH3:21])[n:10][o:11]2)[cH:30][cH:31]1.[C:32](=[O:33])([O-:34])[OH:35].[ClH:37].[Na+:36]>>[NH2:4][c:5]1[cH:6][c:7]2[c:8]([c:9]([CH2:12][CH2:13][c:14]3[n:15][c:16](-[c:22]4[c:23]([Cl:29])[cH:24][c:25]([Cl:28])[cH:26][cH:27]4)[o:17][c:18]3[CH:19]([CH3:20])[CH3:21])[n:10][o:11]2)[cH:30][cH:31]1. Reported procedure: In a mixed solvent of tetrahydrofuran (0.5 ml) and methanol (0.5 ml) was dissolved 2-(N-methylcarbamoyl)-1-[(6-methyl-4,5,6,7-tetrahydrothiazolo[5,4-c]pyridin-2-yl)carbonyl]-4-[(6-trimethylsilylethynylbenzo[b]thien-2-yl)sulfonyl]piperazine (90 mg), followed by the addition of a 1N aqueous solution (0.3 ml) of sodium hydroxide. The resulting mixture was stirred at room temperature for 2 hours. The reaction mixture was made weakly acidic with a saturated aqueous solution of ammonium chloride and t... Reaction SMILES: [CH3:1][NH:2][C:3]([CH:5]1[CH2:10][N:9]([S:11]([C:14]2[S:18][C:17]3[CH:19]=[C:20]([C:23]#[C:24][Si](C)(C)C)[CH:21]=[CH:22][C:16]=3[CH:15]=2)(=[O:13])=[O:12])[CH2:8][CH2:7][N:6]1[C:29]([C:31]1[S:32][C:33]2[CH2:34][NH:35][CH:36]([CH3:40])[CH2:37][C:38]=2[N:39]=1)=[O:30])=[O:4].[OH-].[Na+].[Cl-].[NH4+].C(=O)(O)[O-].[Na+]>O1CCCC1.CO.C(Cl)Cl.CCCCCC>[C:23]([C:20]1[CH:21]=[CH:22][C:16]2[CH:15]=[C:14]([S:11]([N:9]3[CH2:8][CH2:7][N:6]([C:29]([C:31]4[S:32][C:33]5[CH2:34][NH:35][CH:36]([CH3:40])[CH2:37][C:38]=5[N:39]=4)=[O:30])[CH:5]([C:3](=[O:4])[NH:2][CH3:1])[CH2:10]3)(=[O:13])=[O:12])[S:18][C:17]=2[CH:19]=1)#[CH:24] |f:1.2,3.4,5.6|. Product: C(#C)C=1C=CC2=C(SC(=C2)S(=O)(=O)N2CC(N(CC2)C(=O)C=2SC=3CNC(CC3N2)C)C(NC)=O)C1 (4-[(6-Ethynylbenzo[b]thien-2-yl)sulfonyl]-2-[N-methylcarbamoyl)-1-[(6-methyl-4,5,6,7-tetrahydrothiazolo[5,4-c]pyridin-2-yl)carbonyl]piperazine). Isolated yield 103.2%. Run in C(Cl)Cl (methylene chloride), O1CCCC1 (tetrahydrofuran), CO (methanol), CCCCCC (Hexane). Conditions: time 2 hour. Starting materials: CNC(=O)C1N(CCN(C1)S(=O)(=O)C1=CC2=C(S1)C=C(C=C2)C#C[Si](C)(C)C)C(=O)C=2SC=1CNC(CC1N2)C (2-(N-methylcarbamoyl)-1-[(6-methyl-4,5,6,7-tetrahydrothiazolo[5,4-c]pyridin-2-yl)carbonyl]-4-[(6-trimethylsilylethynylbenzo[b]thien-2-yl)sulfonyl]piperazine), [Cl-].[NH4+] (ammonium chloride), aqueous solution, [OH-].[Na+] (sodium hydroxide), C([O-])(O)=O.[Na+] (sodium bicarbonate). The reactants are C(C)(C)(C)[Si](OC=1C=CC=2C3=C(COC2C1)C=1C=CC(=CC1OC3CC(=O)O)O[Si](C)(C)C(C)(C)C)(C)C ([2,8-Bis-(tert-butyl-dimethyl-silyloxy)-5,11-dihydro-chromeno[4,3-c]chromen-5-yl]-acetic acid), CN(CCO)C (2-dimethylamino-ethanol), CC(N=C=NC(C)C)C (DIC). The reagents and catalysts are CN(C)C=1C=CN=CC1 (DMAP). The solvent is C(Cl)Cl (DCM). Reaction conditions: time 13 hour. Product: CN(CCOC(CC1OC=2C=C(C=CC2C=2COC=3C=C(C=CC3C21)O[Si](C)(C)C(C)(C)C)O[Si](C)(C)C(C)(C)C)=O)C ([2,8-Bis-(tert-butyl-dimethyl-silyloxy)-5,11-dihydro-chromeno[4,3-c]chromen-5-yl]-acetic acid 2-dimethylamino-ethyl ester). RXN SMILES: [C:1]([Si:5]([CH3:38])([CH3:37])[O:6][C:7]1[CH:8]=[CH:9][C:10]2[C:11]3[CH:24]([CH2:25][C:26]([OH:28])=[O:27])[O:23][C:22]4[CH:21]=[C:20]([O:29][Si:30]([C:33]([CH3:36])([CH3:35])[CH3:34])([CH3:32])[CH3:31])[CH:19]=[CH:18][C:17]=4[C:12]=3[CH2:13][O:14][C:15]=2[CH:16]=1)([CH3:4])([CH3:3])[CH3:2].[CH3:39][N:40]([CH3:44])[CH2:41][CH2:42]O.CC(C)N=C=NC(C)C>CN(C1C=CN=CC=1)C.C(Cl)Cl>[CH3:39][N:40]([CH3:44])[CH2:41][CH2:42][O:27][C:26](=[O:28])[CH2:25][CH:24]1[C:11]2[C:10]3[CH:9]=[CH:8][C:7]([O:6][Si:5]([C:1]([CH3:2])([CH3:4])[CH3:3])([CH3:38])[CH3:37])=[CH:16][C:15]=3[O:14][CH2:13][C:12]=2[C:17]2[CH:18]=[CH:19][C:20]([O:29][Si:30]([C:33]([CH3:36])([CH3:35])[CH3:34])([CH3:31])[CH3:32])=[CH:21][C:22]=2[O:23]1. Reported procedure: A mixture of [2,8-Bis-(tert-butyl-dimethyl-silyloxy)-5,11-dihydro-chromeno[4,3-c]chromen-5-yl]-acetic acid, the compound prepared as in Example 95 above, (56 mg, 0.1 mmol), 2-dimethylamino-ethanol (30 μL, 27 mg, 3.0 eq.), DIC (14 mg, 18 μL) and DMAP (12 mg) in DCM (2 mL) was stirred for 13 hours. The reaction mixture was then concentrated to yield [2,8-Bis-(tert-butyl-dimethyl-silyloxy)-5,11-dihydro-chromeno[4,3-c]chromen-5-yl]-acetic acid 2-dimethylamino-ethyl ester as a crude foam. The product is CCCCn1c(=O)n(Cc2ccccc2F)c(=O)c2[nH]c(Cc3ccc(NC(N)=O)cc3)nc21. Starting materials: C[Si](C)(C)N=C=O, CN(C)C=O, ClCCl, CCCCn1c(=O)n(Cc2ccccc2F)c(=O)c2[nH]c(Cc3ccc(N)cc3)nc21. Reaction SMILES: [CH3:32][Si:33]([CH3:34])([CH3:35])[N:36]=[C:37]=[O:38].[CH3:39][N:40]([CH3:41])[CH:42]=[O:43].[Cl:44][CH2:45][Cl:46].[NH2:1][c:2]1[cH:3][cH:4][c:5]([CH2:6][c:7]2[n:8][c:9]3[n:10]([CH2:26][CH2:27][CH2:28][CH3:29])[c:11](=[O:25])[n:12]([CH2:17][c:18]4[c:19]([F:24])[cH:20][cH:21][cH:22][cH:23]4)[c:13](=[O:16])[c:14]3[nH:15]2)[cH:30][cH:31]1>>[NH:1]([c:2]1[cH:3][cH:4][c:5]([CH2:6][c:7]2[n:8][c:9]3[n:10]([CH2:26][CH2:27][CH2:28][CH3:29])[c:11](=[O:25])[n:12]([CH2:17][c:18]4[c:19]([F:24])[cH:20][cH:21][cH:22][cH:23]4)[c:13](=[O:16])[c:14]3[nH:15]2)[cH:30][cH:31]1)[C:37]([NH2:36])=[O:38]. The reactants are CCCCCCCCCCCCCCCC(=O)OCC([C@@H]1[C@@H]([C@H](CO1)O)O)O (sorbitan monopalmitate), CCCCCCCC/C=C\CCCCCCCC(=O)OCC([C@@H]1[C@@H]([C@H](CO1)O)O)O (sorbitan monooleate). Yields the product CCCCCCCCCCCCCCCCCC(=O)[O-].CCCCCCCCCCCCCCCCCC(=O)[O-] (distearate). Reaction SMILES: CCCCCCCCCCCCCCCC(OCC(O)[C@H]1OC[C@H](O)[C@H]1O)=O.[CH3:29][CH2:30][CH2:31][CH2:32][CH2:33][CH2:34][CH2:35][CH2:36]/[CH:37]=[CH:38]\[CH2:39][CH2:40][CH2:41][CH2:42][CH2:43][CH2:44][CH2:45][C:46]([O:48]CC(O)[C@H]1OC[C@H](O)[C@H]1O)=[O:47]>>[CH3:29][CH2:30][CH2:31][CH2:32][CH2:33][CH2:34][CH2:35][CH2:36][CH2:37][CH2:38][CH2:39][CH2:40][CH2:41][CH2:42][CH2:43][CH2:44][CH2:45][C:46]([O-:48])=[O:47].[CH3:29][CH2:30][CH2:31][CH2:32][CH2:33][CH2:34][CH2:35][CH2:36][CH2:37][CH2:38][CH2:39][CH2:40][CH2:41][CH2:42][CH2:43][CH2:44][CH2:45][C:46]([O-:48])=[O:47] |f:2.3|. Reported procedure: sorbitan monopalmitate, sorbitan monooleate,